Dataset: the Open Reaction Database (ORD), a public repository of structured organic reaction records. Task: describe an organic reaction: reactants, conditions, products, and yield Starting materials: CCC1(OC(=O)OCc2ccccc2)C(=O)OCc2c1cc1n(c2=O)Cc2c-1nc1ccccc1c2CC[Si](C)(C)CCCOC(C)=O, CCO, [H][H]. The product is CCC1(O)C(=O)OCc2c1cc1n(c2=O)Cc2c-1nc1ccccc1c2CC[Si](C)(C)CCCOC(C)=O. RXN SMILES: [CH2:1]([O:2][C:3](=[O:4])[O:11][C:12]1([CH2:47][CH3:48])[C:13](=[O:46])[O:14][CH2:15][c:16]2[c:17]1[cH:18][c:19]1[n:27]([c:28]2=[O:29])[CH2:26][c:25]2[c:20]-1[n:21][c:22]1[c:23]([c:24]2[CH2:30][CH2:31][Si:32]([CH2:33][CH2:34][CH2:35][O:36][C:37]([CH3:38])=[O:39])([CH3:40])[CH3:41])[cH:42][cH:43][cH:44][cH:45]1)[c:5]1[cH:6][cH:7][cH:8][cH:9][cH:10]1.[CH3:51][CH2:52][OH:53].[H:49][H:50]>>[OH:11][C:12]1([CH2:47][CH3:48])[C:13](=[O:46])[O:14][CH2:15][c:16]2[c:17]1[cH:18][c:19]1[n:27]([c:28]2=[O:29])[CH2:26][c:25]2[c:20]-1[n:21][c:22]1[c:23]([c:24]2[CH2:30][CH2:31][Si:32]([CH2:33][CH2:34][CH2:35][O:36][C:37]([CH3:38])=[O:39])([CH3:40])[CH3:41])[cH:42][cH:43][cH:44][cH:45]1.